Task: describe an organic reaction: reactants, conditions, products, and yield. Dataset: the Open Reaction Database (ORD), a public repository of structured organic reaction records The reactants are CC1(OC2=C(C1)C(=CC=C2)COC2=CC=C(C=C2)N=C=O)C (4-(2,3-dihydro-2,2-dimethyl-4-benzofuranylmethyloxy)phenyl isocyanate), CNOC (N,O-dimethylhydroxylamine). Solvent: C1(=CC=CC=C1)C (toluene), C1(=CC=CC=C1)C (toluene). Reaction conditions: time 2 hour. Product: CC1(OC2=C(C1)C(=CC=C2)COC2=CC=C(C=C2)NC(=O)N(C)OC)C (1-[4-(2,3-dihydro-2,2-dimethyl-4-benzofuranylmethyloxy)phenyl]-3-methoxy-3-methylurea). The yield is 82.9%. As a reaction SMILES: [CH3:1][C:2]1([CH3:22])[CH2:6][C:5]2[C:7]([CH2:11][O:12][C:13]3[CH:18]=[CH:17][C:16]([N:19]=[C:20]=[O:21])=[CH:15][CH:14]=3)=[CH:8][CH:9]=[CH:10][C:4]=2[O:3]1.[CH3:23][NH:24][O:25][CH3:26]>C1(C)C=CC=CC=1>[CH3:1][C:2]1([CH3:22])[CH2:6][C:5]2[C:7]([CH2:11][O:12][C:13]3[CH:14]=[CH:15][C:16]([NH:19][C:20]([N:24]([O:25][CH3:26])[CH3:23])=[O:21])=[CH:17][CH:18]=3)=[CH:8][CH:9]=[CH:10][C:4]=2[O:3]1. Procedure: 1.8 g of 4-(2,3-dihydro-2,2-dimethyl-4-benzofuranylmethyloxy)phenyl isocyanate was dissolved into 20 ml of toluene, and 2.0 g of N,O-dimethylhydroxylamine dissolved in 5 ml of toluene was slowly added dropwise thereto at room temperature. After the mixture was stirred at room temperature for 2 hours, toluene was distilled off and the residue was subjected to silica gel column chromatography using ethyl acetate/n-hexane (1/4) as a developer to obtain 1.8 g of Compound No. 6 shown in Table 1. Reactants: BrC1=C(C2=C(S1)C=C(C=C2)C(CBr)=O)C (2-bromo-6-bromoacetyl-3-methylbenzo[b]thiophene), N1C=NC=C1 (imidazole), C([O-])([O-])=O.[Na+].[Na+] (sodium carbonate). The solvent is CC(=O)C (acetone). The product is BrC1=C(C2=C(S1)C=C(C=C2)C(CN2C=NC=C2)=O)C (2-bromo-6-(1-imidazolyl)acetyl-3-methylbenzo[b]thiophene). Yield: 32.9%. As a reaction SMILES: [Br:1][C:2]1[S:6][C:5]2[CH:7]=[C:8]([C:11](=[O:14])[CH2:12]Br)[CH:9]=[CH:10][C:4]=2[C:3]=1[CH3:15].[NH:16]1[CH:20]=[CH:19][N:18]=[CH:17]1.C(=O)([O-])[O-].[Na+].[Na+]>CC(C)=O>[Br:1][C:2]1[S:6][C:5]2[CH:7]=[C:8]([C:11](=[O:14])[CH2:12][N:16]3[CH:20]=[CH:19][N:18]=[CH:17]3)[CH:9]=[CH:10][C:4]=2[C:3]=1[CH3:15] |f:2.3.4|. Reported procedure: A mixture of 2-bromo-6-bromoacetyl-3-methylbenzo[b]thiophene (1.74 g.), imidazole (0.34 g.) and sodium carbonate (1.50 g.) in acetone (20 ml.) was heated under reflux for 2 hours and then evaporated. Water (50 ml.) was added to the residue and the mixture was extracted several times with ethyl acetate. The combined extracts were dried (Na2SO4) and evaporated to give a solid which was chromatographed on silica gel. Elution with chloroform gave a solid which was crystallized from isopropanol/petro... Reaction SMILES: [I:1][CH2:2][C:3]([O:5][CH:6]([C:9]1[CH:25]=[C:24]2[N:12]([CH2:13][C:14]3[C:15]2=[N:16][C:17]2[C:22]([CH:23]=3)=[CH:21][CH:20]=[CH:19][CH:18]=2)[C:11](=[O:26])[C:10]=1[CH3:27])[CH2:7][CH3:8])=[O:4].[N:28]1[CH:33]=[CH:32][CH:31]=[CH:30][CH:29]=1>O>[I-:1].[CH3:27][C:10]1[C:11](=[O:26])[N:12]2[C:24](=[CH:25][C:9]=1[CH:6]([O:5][C:3](=[O:4])[CH2:2][N+:28]1[CH:33]=[CH:32][CH:31]=[CH:30][CH:29]=1)[CH2:7][CH3:8])[C:15]1=[N:16][C:17]3[C:22]([CH:23]=[C:14]1[CH2:13]2)=[CH:21][CH:20]=[CH:19][CH:18]=3 |f:3.4|. Solvent: O (H2O). Reactants: ICC(=O)OC(CC)C1=C(C(N2CC=3C(=NC4=CC=CC=C4C3)C2=C1)=O)C ((±)-7-[1-[(iodoacetyl)oxy]propyl]-8-methylindolizino[1,2-b]quinolin-9(11H)-one), N1=CC=CC=C1 (pyridine). The product is [I-].CC=1C(N2CC=3C(=NC4=CC=CC=C4C3)C2=CC1C(CC)OC(C[N+]1=CC=CC=C1)=O)=O ((±)-8-Methyl-7-[1-[(pyridinioacetyl)oxy]propyl]indolizino[1.2-b]quinolin-9(11H)-one iodide). Reported procedure: The title compound was prepared according to the procedure in Example 13 except using (±)-7-[1-[(iodoacetyl)oxy]propyl]-8-methylindolizino[1,2-b]quinolin-9(11H)-one and pyridine. 1H NMR (CDCl3 /MeOH-d4) d 9.09 (d, J=5.5 Hz, 2H), 8.65 (t, J=7.9 Hz, 1H), 8.51 (s, 1H), 8.17 (m, 3H), 7.99 (d, J=8.1 Hz, 1H). 7.89 (m, 1H), 7.70 (m, 1H), 7.50 (s, 1H), 6.05 (d, J=17.2 Hz, 1H), 6.02 (m, 1H).5.87 (d, J=17.2 Hz, 1H), 5.30 (s, 2H), 2.31 (s, 3H), 2.18-1.94 (m, 2H), 1.09 (t, J=7.4 Hz, 3H). Anal. Calcd for C26... Reactants: C1(=CC=CC2=CC=CC=C12)C=O (1-Naphthaldehyde), C(CC(=O)O)(=O)O (malonic acid), N1CCCCC1 (piperidine), C1(=CC=CC2=CC=CC=C12)C=O (1-naphthaldehyde), C(CC(=O)O)(=O)O (malonic acid), ice, Cl (hydrochloric acid). The solvent is N1=CC=CC=C1 (pyridine). Yields the product C1(=CC=CC2=CC=CC=C12)C(C(=O)O)=C (1-Naphthyl acrylic acid). RXN SMILES: [C:1]1(C=O)[C:10]2[C:5](=[CH:6][CH:7]=[CH:8][CH:9]=2)[CH:4]=[CH:3][CH:2]=1.[C:13](O)(=O)[CH2:14][C:15]([OH:17])=[O:16].N1CCCCC1.Cl>N1C=CC=CC=1>[C:9]1([C:14](=[CH2:13])[C:15]([OH:17])=[O:16])[C:10]2[C:5](=[CH:4][CH:3]=[CH:2][CH:1]=2)[CH:6]=[CH:7][CH:8]=1. Reported procedure: 1-Naphthyl acrylic acid was prepared by reaction of 1-naphthaldehyde and malonic acid. 1-Naphthaldehyde (46.8 g.), malonic acid (60.0 g.), pyridine (120 ml.), and piperidine (3 ml.) were charged into a 500 ml. round bottom flask and refluxed on a water bath for 4 hours. The reaction solution was cooled to room temperature and poured onto a mixture of 175 ml. concentrated hydrochloric acid and 300 g. of crushed ice. A white precipitate formed and the slurry was stirred until all the ice had melte... The reactants are CCO, [H][H], O=[N+]([O-])c1ccc2c(c1)OCCCN2. The product is Nc1ccc2c(c1)OCCCN2. Reaction SMILES: [CH3:17][CH2:18][OH:19].[H:15][H:16].[N+:1]([O-:2])(=[O:3])[c:4]1[cH:5][c:6]2[c:7]([cH:13][cH:14]1)[NH:8][CH2:9][CH2:10][CH2:11][O:12]2>>[NH2:1][c:4]1[cH:5][c:6]2[c:7]([cH:13][cH:14]1)[NH:8][CH2:9][CH2:10][CH2:11][O:12]2. Reactants: Cc1cccc2c(Cl)cc(C(Cl)Cl)nc12, Cc1cccc2c(Cl)cc(C(Cl)(Cl)Cl)nc12. Yields the product Cc1cccc2c(Cl)cc(CCl)nc12. RXN SMILES: [Cl:17][CH:18]([Cl:19])[c:20]1[cH:21][c:22]([Cl:23])[c:24]2[c:25]([c:26]([CH3:27])[cH:28][cH:29][cH:30]2)[n:31]1.[Cl:1][C:2]([c:3]1[n:4][c:5]2[c:6]([CH3:14])[cH:7][cH:8][cH:9][c:10]2[c:11]([Cl:13])[cH:12]1)([Cl:15])[Cl:16]>>[Cl:1][CH2:2][c:3]1[n:4][c:5]2[c:6]([CH3:14])[cH:7][cH:8][cH:9][c:10]2[c:11]([Cl:13])[cH:12]1.